Task: describe an organic reaction: reactants, conditions, products, and yield. Dataset: the Open Reaction Database (ORD), a public repository of structured organic reaction records Reactants: O=C1CCc2ccc(OCc3ccccc3)cc21, C1CCOC1, COC(=O)C[Si](C)(C)C, C[Si](C)(C)[N-][Si](C)(C)C, [Li+], O. Product: COC(=O)C=C1CCc2ccc(OCc3ccccc3)cc21. As a reaction SMILES: [CH2:20]([c:21]1[cH:22][cH:23][cH:24][cH:25][cH:26]1)[O:27][c:28]1[cH:29][cH:30][c:31]2[c:35]([cH:36]1)[C:34](=[O:37])[CH2:33][CH2:32]2.[CH2:39]1[O:40][CH2:41][CH2:42][CH2:43]1.[CH3:11][Si:12]([CH2:13][C:14](=[O:15])[O:16][CH3:17])([CH3:18])[CH3:19].[CH3:1][Si:2]([N-:3][Si:4]([CH3:5])([CH3:6])[CH3:7])([CH3:8])[CH3:9].[Li+:10].[OH2:38]>>[CH:13]([C:14](=[O:15])[O:16][CH3:17])=[C:34]1[CH2:33][CH2:32][c:31]2[cH:30][cH:29][c:28]([O:27][CH2:20][c:21]3[cH:22][cH:23][cH:24][cH:25][cH:26]3)[cH:36][c:35]21. Yield: 42.2%. Reaction SMILES: [CH2:1]([C:3]1[NH:7][C:6]([C:8]2[CH:13]=[CH:12][C:11]([F:14])=[CH:10][CH:9]=2)=[N:5][C:4]=1[C:15]([O:17]CC)=[O:16])[CH3:2].[OH-].[Na+].C(O)C>O1CCCC1>[CH2:1]([C:3]1[NH:7][C:6]([C:8]2[CH:13]=[CH:12][C:11]([F:14])=[CH:10][CH:9]=2)=[N:5][C:4]=1[C:15]([OH:17])=[O:16])[CH3:2] |f:1.2|. Run in O1CCCC1 (tetrahydrofuran). Procedure details: A mixture of ethyl 5-ethyl-2-(4-fluorophenyl)imidazol-4-carboxylate (2.81 g), 4N aqueous sodium hydroxide solution (14 ml), ethanol (35 ml) and tetrahydrofuran (15 ml) was stirred at room temperature overnight, followed by refluxing for 3 hours. 4N aqueous sodium hydroxide solution (28 ml) was added to the mixture and the mixture was refluxed overnight. After cooling, the reaction mixture was concentrated under reduced pressure and neutralized by 10% hydrochloric acid, and precipitated solid was... Reaction conditions: time 8 hour. Yields the product C(C)C1=C(N=C(N1)C1=CC=C(C=C1)F)C(=O)O (5-ethyl-2-(4-fluorophenyl)imidazol-4-carboxylic acid). The reactants are [OH-].[Na+] (sodium hydroxide), C(C)C1=C(N=C(N1)C1=CC=C(C=C1)F)C(=O)OCC (ethyl 5-ethyl-2-(4-fluorophenyl)imidazol-4-carboxylate), [OH-].[Na+] (sodium hydroxide), C(C)O (ethanol). Starting materials: ClC1=C(C(=O)O)C=CC=C1C(C)(C)C#N (2-chloro-3-(1-cyano-1-methylethyl)benzoic acid), C(C(=O)Cl)(=O)Cl (oxalyl chloride), CN(C=O)C (N,N-dimethylformamide), NC=1C(=CC(=C(OC2=C(C3=C(N=C(S3)NC(=O)C3CC3)C=C2)C#N)C1)Cl)F (N-[6-(5-Amino-2-chloro-4-fluorophenoxy)-7-cyano-1,3-benzothiazol-2-yl]cyclopropanecarboxamide). The solvent is O1CCCC1 (tetrahydrofuran), C(C)(=O)OCC (ethyl acetate). Run at time 1 hour. Yields the product ClC1=C(C(=O)NC2=C(C=C(C(=C2)OC2=C(C3=C(N=C(S3)NC(=O)C3CC3)C=C2)C#N)Cl)F)C=CC=C1C(C)(C)C#N (2-chloro-N-[4-chloro-5-({7-cyano-2-[(cyclopropylcarbonyl)amino]-1,3-benzothiazol-6-yl}oxy)-2-fluorophenyl]-3-(1-cyano-1-methylethyl)benzamide). Yield: 88.4%. Reaction SMILES: [Cl:1][C:2]1[C:10]([C:11]([C:14]#[N:15])([CH3:13])[CH3:12])=[CH:9][CH:8]=[CH:7][C:3]=1[C:4]([OH:6])=O.C(Cl)(=O)C(Cl)=O.CN(C)C=O.[NH2:27][C:28]1[C:29]([F:53])=[CH:30][C:31]([Cl:52])=[C:32]([CH:51]=1)[O:33][C:34]1[CH:48]=[CH:47][C:37]2[N:38]=[C:39]([NH:41][C:42]([CH:44]3[CH2:46][CH2:45]3)=[O:43])[S:40][C:36]=2[C:35]=1[C:49]#[N:50]>O1CCCC1.C(OCC)(=O)C>[Cl:1][C:2]1[C:10]([C:11]([C:14]#[N:15])([CH3:13])[CH3:12])=[CH:9][CH:8]=[CH:7][C:3]=1[C:4]([NH:27][C:28]1[CH:51]=[C:32]([O:33][C:34]2[CH:48]=[CH:47][C:37]3[N:38]=[C:39]([NH:41][C:42]([CH:44]4[CH2:46][CH2:45]4)=[O:43])[S:40][C:36]=3[C:35]=2[C:49]#[N:50])[C:31]([Cl:52])=[CH:30][C:29]=1[F:53])=[O:6]. Procedure: To a solution of 2-chloro-3-(1-cyano-1-methylethyl)benzoic acid (74 mg, 0.330 mmol) in tetrahydrofuran (1 mL) were added oxalyl chloride (35 μL, 0.408 mmol) and N,N-dimethylformamide (5 μL), and the mixture was stirred at room temperature for 1 hr. The reaction mixture was concentrated under reduced pressure, and the residue was dissolved in N,N-dimethylacetamide (2 mL). N-[6-(5-Amino-2-chloro-4-fluorophenoxy)-7-cyano-1,3-benzothiazol-2-yl]cyclopropanecarboxamide (90 mg, 0.223 mmol) produced in ... Reactants: C=CCOCC1CCC(=O)CC1, O=C(O)C(F)(F)F, Cn1nc(NCC(=O)NC2CNC2)c2cc(C(F)(F)F)ccc21. Product: C=CCOCC1CCC(N2CC(NC(=O)CNc3nn(C)c4ccc(C(F)(F)F)cc34)C2)CC1. Reaction SMILES: [CH2:31]([CH:32]=[CH2:33])[O:34][CH2:35][CH:36]1[CH2:37][CH2:38][C:39](=[O:42])[CH2:40][CH2:41]1.[F:24][C:25]([F:26])([F:27])[C:28]([OH:29])=[O:30].[NH:1]1[CH2:2][CH:3]([NH:5][C:6]([CH2:7][NH:8][c:9]2[n:10][n:11]([CH3:22])[c:12]3[cH:13][cH:14][c:15]([C:18]([F:19])([F:20])[F:21])[cH:16][c:17]23)=[O:23])[CH2:4]1>>[N:1]1([CH:39]2[CH2:38][CH2:37][CH:36]([CH2:35][O:34][CH2:31][CH:32]=[CH2:33])[CH2:41][CH2:40]2)[CH2:2][CH:3]([NH:5][C:6]([CH2:7][NH:8][c:9]2[n:10][n:11]([CH3:22])[c:12]3[cH:13][cH:14][c:15]([C:18]([F:19])([F:20])[F:21])[cH:16][c:17]23)=[O:23])[CH2:4]1. The reactants are N1C(CCC2=CC=CC=C12)CNC(=O)NC1=C2C=NN(C2=CC=C1)C(=O)OC (methyl 4-({[(1,2,3,4-tetrahydroquinolin-2-ylmethyl)amino]carbonyl}amino)-1H-indazole-1-carboxylate), C(C)(=O)O (acetic acid), C(C)(=O)O[BH-](OC(C)=O)OC(C)=O.[Na+] (sodium triacetoxy borohydride), C1(=CC=CC=C1)CC=O (Phenylacetaldehyde). The solvent is ClC(C)Cl (dichloroethane). The product is C1(=CC=CC=C1)CCN1C(CCC2=CC=CC=C12)CNC(=O)NC1=C2C=NN(C2=CC=C1)C(=O)OC (methyl 4-{[({[1-(2-phenylethyl)-1,2,3,4-tetrahydroquinolin-2-yl]methyl}amino)carbonyl]amino}-1H-indazole-1-carboxylate). The yield is 79.1%. Reaction SMILES: [NH:1]1[C:10]2[C:5](=[CH:6][CH:7]=[CH:8][CH:9]=2)[CH2:4][CH2:3][CH:2]1[CH2:11][NH:12][C:13]([NH:15][C:16]1[CH:24]=[CH:23][CH:22]=[C:21]2[C:17]=1[CH:18]=[N:19][N:20]2[C:25]([O:27][CH3:28])=[O:26])=[O:14].C(O[BH-](OC(=O)C)OC(=O)C)(=O)C.[Na+].[C:43]1([CH2:49][CH:50]=O)[CH:48]=[CH:47][CH:46]=[CH:45][CH:44]=1.C(O)(=O)C>ClC(Cl)C>[C:43]1([CH2:49][CH2:50][N:1]2[C:10]3[C:5](=[CH:6][CH:7]=[CH:8][CH:9]=3)[CH2:4][CH2:3][CH:2]2[CH2:11][NH:12][C:13]([NH:15][C:16]2[CH:24]=[CH:23][CH:22]=[C:21]3[C:17]=2[CH:18]=[N:19][N:20]3[C:25]([O:27][CH3:28])=[O:26])=[O:14])[CH:48]=[CH:47][CH:46]=[CH:45][CH:44]=1 |f:1.2|. Reported procedure: The product from Example 22B (0.2486 g, 0.50 mmol) and sodium triacetoxy borohydride (0.2235 g, 1.05 mmol) were suspended in dichloroethane (10 mL). The reaction flask was equipped with stir bar and spetum, then flushed with N2. Phenylacetaldehyde (0.10 mL, 0.85 mmol) was added followed by glacial acetic acid (0.2 mL, 3.4 mmol). After 1 hour of stirring at ambient temperature, the reaction mixture was quenched with water (20 mL) then partitioned between ethyl acetate/water. The aqueous phase was... Reactants: C1CCOC1, COC(=O)COc1cccc(C2SC(c3ccc(F)cc3)=NN2C(=O)c2c(F)cc(F)cc2F)c1OC, CO, CCOC(C)=O, [Li+], [OH-], O. The product is COc1c(OCC(=O)O)cccc1C1SC(c2ccc(F)cc2)=NN1C(=O)c1c(F)cc(F)cc1F. RXN SMILES: [CH2:38]1[O:39][CH2:40][CH2:41][CH2:42]1.[CH3:1][O:2][C:3]([CH2:4][O:5][c:6]1[c:7]([O:35][CH3:36])[c:8]([CH:12]2[S:13][C:14]([c:28]3[cH:29][cH:30][c:31]([F:34])[cH:32][cH:33]3)=[N:15][N:16]2[C:17]([c:18]2[c:19]([F:26])[cH:20][c:21]([F:25])[cH:22][c:23]2[F:24])=[O:27])[cH:9][cH:10][cH:11]1)=[O:37].[CH3:43][OH:44].[CH3:47][CH2:48][O:49][C:50](=[O:51])[CH3:52].[Li+:46].[OH-:45].[OH2:53]>>[O:2]=[C:3]([CH2:4][O:5][c:6]1[c:7]([O:35][CH3:36])[c:8]([CH:12]2[S:13][C:14]([c:28]3[cH:29][cH:30][c:31]([F:34])[cH:32][cH:33]3)=[N:15][N:16]2[C:17]([c:18]2[c:19]([F:26])[cH:20][c:21]([F:25])[cH:22][c:23]2[F:24])=[O:27])[cH:9][cH:10][cH:11]1)[OH:37].